Task: describe an organic reaction: reactants, conditions, products, and yield. Dataset: the Open Reaction Database (ORD), a public repository of structured organic reaction records As a reaction SMILES: [Br:16][c:17]1[c:18]2[c:19]([CH3:35])[cH:20][n:21]([S:26](=[O:27])(=[O:28])[c:29]3[cH:30][cH:31][cH:32][cH:33][cH:34]3)[c:22]2[cH:23][cH:24][cH:25]1.[CH2:1]([CH2:2][CH2:14][CH3:15])[Sn:3]([CH2:4][CH2:5][CH2:6][CH3:7])([CH2:8][CH2:9][CH2:10][CH3:11])[CH:12]=[CH2:13].[CH3:36][C:37]#[N:38]>>[CH:1](=[CH2:2])[c:17]1[c:18]2[c:19]([CH3:35])[cH:20][n:21]([S:26](=[O:27])(=[O:28])[c:29]3[cH:30][cH:31][cH:32][cH:33][cH:34]3)[c:22]2[cH:23][cH:24][cH:25]1. The product is C=Cc1cccc2c1c(C)cn2S(=O)(=O)c1ccccc1. The reactants are Cc1cn(S(=O)(=O)c2ccccc2)c2cccc(Br)c12, C=C[Sn](CCCC)(CCCC)CCCC, CC#N. Starting materials: C, C1CCOC1, COC(=O)c1c(-c2ccccc2)c2cc(Br)ccc2c(=O)n1Cc1ccccc1, CO, [H][H], [Pd]. RXN SMILES: [C:34].[CH2:36]1[O:37][CH2:38][CH2:39][CH2:40]1.[CH3:1][O:2][C:3](=[O:4])[c:5]1[n:6]([CH2:23][c:24]2[cH:25][cH:26][cH:27][cH:28][cH:29]2)[c:7](=[O:22])[c:8]2[cH:9][cH:10][c:11]([Br:21])[cH:12][c:13]2[c:14]1-[c:15]1[cH:16][cH:17][cH:18][cH:19][cH:20]1.[CH3:30][OH:31].[H:32][H:33].[Pd:35]>>[CH3:1][O:2][C:3](=[O:4])[c:5]1[n:6]([CH2:23][c:24]2[cH:25][cH:26][cH:27][cH:28][cH:29]2)[c:7](=[O:22])[c:8]2[cH:9][cH:10][cH:11][cH:12][c:13]2[c:14]1-[c:15]1[cH:16][cH:17][cH:18][cH:19][cH:20]1. Yields the product COC(=O)c1c(-c2ccccc2)c2ccccc2c(=O)n1Cc1ccccc1. Reactants: C(C)(=O)NS(=O)(C1=CC(=C(C(=C1)Br)N)Br)=O (N1 -acetyl-3,5 dibromo sulfanilamide), P(=O)(Cl)(Cl)Cl (phosphorous oxychloride), P(Cl)(Cl)(Cl)(Cl)Cl (phosphorous pentachloride). Run in C1=CC=CC=C1 (benzene). Product: NC1=C(C=C(C=C1Br)S(=O)(=O)N=C(C)Cl)Br (N-(4-amino-3,5-dibromophenylsulfonyl) acetimidoyl chloride). Reaction SMILES: [C:1]([NH:4][S:5](=[O:16])([C:7]1[CH:12]=[C:11]([Br:13])[C:10]([NH2:14])=[C:9]([Br:15])[CH:8]=1)=[O:6])(=O)[CH3:2].P(Cl)(Cl)([Cl:19])=O.P(Cl)(Cl)(Cl)(Cl)Cl>C1C=CC=CC=1>[NH2:14][C:10]1[C:11]([Br:13])=[CH:12][C:7]([S:5]([N:4]=[C:1]([Cl:19])[CH3:2])(=[O:16])=[O:6])=[CH:8][C:9]=1[Br:15]. Procedure details: A mixture of 372 mg. of N1 -acetyl-3,5 dibromo sulfanilamide, 7.5 ml. of benzene, 5 ml. of phosphorous oxychloride and 230 mg. of phosphorous pentachloride is refluxed for 2 hours. The reaction mixture is cooled and concentrated in vacuo to an oil which solidified upon trituration with hexane. The solid material is filtered and washed with hexane affording N-(4-amino-3,5-dibromophenylsulfonyl) acetimidoyl chloride, which is used without further purification in the next step. The reactants are [Na] (sodium), N1C(=NCC12CCCC2)N (1,3-diazaspiro[4.4]non-2-en-2-amine), C(CC(=O)[O-])(=O)OCC (ethyl malonate). The solvent is CCOCC (ether), CO (MeOH), CO (MeOH). Run at temperature 100 celsius. Product: OC=1N=C2N(C(C1)=O)CC1(N2)CCCC1 (7′-hydroxyspiro[cyclopentane-1,2′-imidazo[1,2-a]pyrimidin]-5′-one). Isolated yield 74.0%. Reaction SMILES: [Na].[NH:2]1[C:6]2([CH2:10][CH2:9][CH2:8][CH2:7]2)[CH2:5][N:4]=[C:3]1[NH2:11].[C:12](OCC)(=[O:17])[CH2:13][C:14]([O-])=[O:15]>CO.CCOCC>[OH:17][C:12]1[N:11]=[C:3]2[NH:2][C:6]3([CH2:10][CH2:9][CH2:8][CH2:7]3)[CH2:5][N:4]2[C:14](=[O:15])[CH:13]=1 |^1:0|. Reported procedure: 2.37 g of sodium are added in a fractionated way to 10 mL of MeOH. After total dissolution, 5.68 g of 1,3-diazaspiro[4.4]non-2-en-2-amine solubilized beforehand in 5 mL of MeOH, and then 25.38 mL of ethyl malonate are added. The mixture is heated to 100° C., after 4 h of heating, the medium is dry concentrated. The oil obtained is taken up in ether. The precipitate is filtered and the residue is then taken up in 10 mL of H2O and acidified with conc. HCl until pH 3-4. The formed precipitate is fi... The reactants are C1(CC1)COC=1C=CC=C2C=CC(=NC12)C=O (8-(cyclopropylmethoxy)quinoline-2-carbaldehyde), CN(C(OC(C)(C)C)=O)[C@@H]1CN(CC1)C(C(F)(F)F)C=1C=NC(=CC1)NN (tert-butyl methyl((3S)-1-(2,2,2-trifluoro-1-(6-hydrazinylpyridin-3-yl)ethyl)pyrrolidin-3-yl)carbamate), C(C)(=O)O.C(C)(=O)O.IC1=CC=CC=C1 (iodobenzene diacetate). Solvent: CC#N (MeCN), C(C)O (ethanol). Run at time 4 hour. The product is C1(CC1)COC=1C=CC=C2C=CC(=NC12)C1=NN=C2N1C=C(C=C2)C(C(F)(F)F)N2C[C@H](CC2)NC ((3S)-1-(1-(3-(8-(cyclopropylmethoxy)quinolin-2-yl)-[1,2,4]triazolo[4,3-a]pyridin-6-yl)-2,2,2-trifluoroethyl)-N-methylpyrrolidin-3-amine). Yield: 50.9%. Reaction SMILES: [CH:1]1([CH2:4][O:5][C:6]2[CH:7]=[CH:8][CH:9]=[C:10]3[C:15]=2[N:14]=[C:13]([CH:16]=O)[CH:12]=[CH:11]3)[CH2:3][CH2:2]1.[CH3:18][N:19]([C@H:27]1[CH2:31][CH2:30][N:29]([CH:32]([C:37]2[CH:38]=[N:39][C:40]([NH:43][NH2:44])=[CH:41][CH:42]=2)[C:33]([F:36])([F:35])[F:34])[CH2:28]1)C(=O)OC(C)(C)C.C(O)(=O)C.C(O)(=O)C.IC1C=CC=CC=1>C(O)C.CC#N>[CH:1]1([CH2:4][O:5][C:6]2[CH:7]=[CH:8][CH:9]=[C:10]3[C:15]=2[N:14]=[C:13]([C:16]2[N:39]4[CH:38]=[C:37]([CH:32]([N:29]5[CH2:30][CH2:31][C@H:27]([NH:19][CH3:18])[CH2:28]5)[C:33]([F:34])([F:36])[F:35])[CH:42]=[CH:41][C:40]4=[N:43][N:44]=2)[CH:12]=[CH:11]3)[CH2:3][CH2:2]1 |f:2.3.4|. Procedure details: A solution of 8-(cyclopropylmethoxy)quinoline-2-carbaldehyde (0.14 g, 0.62 mmol) and tert-butyl methyl((3S)-1-(2,2,2-trifluoro-1-(6-hydrazinylpyridin-3-yl)ethyl)pyrrolidin-3-yl)carbamate (0.20 g, 0.51 mmol) in ethanol (10 mL) was stirred at ambient temperature for 16 hours. The solvent was removed under reduced pressure. The residue was dissolved in dichloromethane (10 mL) and treated with iodobenzene diacetate (0.20 g, 0.62 mmol) and stirred at ambient temperature for 4 hours. The mixture was p... The reactants are C(C1=CC=CC=C1)OCCCOC1=CC=C(C=C1)C1C(CN(CC1)C(=O)OC(C)(C)C)OCC1=CC2=CC(=CC=C2C=C1)CBr (tert-butyl (3RS,4RS)-4-[4-(3-benzyloxy-propoxy)-phenyl]-3-(7-bromomethyl-naphthalen-2-ylmethoxy)-piperidine-1-carboxylate), O1C(CCCC1)OCCO (rac-2-[(tetrahydro-2H-pyran-2-yl)oxy]-1-ethanol), (3RS,4RS)- and (3SR,4SR)-4-[4-(3-benzyloxy-propoxy)-phenyl]-3-{7-[2-[(RS)-tetrahydro-pyran-2-yloxy]-ethoxymethyl]-naphthalen-2-ylmethoxy}-piperidine-1-carboxylate, C(C1=CC=CC=C1)OCCCOC1=CC=C(C=C1)C1C(CN(CC1)C(=O)OC(C)(C)C)OCC1=CC2=CC(=CC=C2C=C1)CN(C)C (tert-butyl (3RS,4RS)-4-[4-(3-benzyloxy-propoxy)-phenyl]-3-(7-dimethylaminomethyl-naphthalen-2-ylmethoxy)-piperidine-1-carboxylate). The product is BOC, C(C1=CC=CC=C1)OCCCOC1=CC=C(C=C1)C1C(CNCC1)OCC1=CC=C2C=CC(=CC2=C1)COCCO (2-(7-{(3RS,4RS)-4-[4-(3-benzyloxy-propoxy)-phenyl]-piperidin-3-yloxymethyl}-naphthalen-2-ylmethoxy)-ethanol). RXN SMILES: [CH2:1]([O:8][CH2:9][CH2:10][CH2:11][O:12][C:13]1[CH:18]=[CH:17][C:16]([CH:19]2[CH2:24][CH2:23][N:22](C(OC(C)(C)C)=O)[CH2:21][CH:20]2[O:32][CH2:33][C:34]2[CH:43]=[CH:42]C3[C:36](=[CH:37]C(CBr)=CC=3)[CH:35]=2)=[CH:15][CH:14]=1)[C:2]1[CH:7]=[CH:6][CH:5]=[CH:4][CH:3]=1.O1[CH2:51][CH2:50][CH2:49][CH2:48][CH:47]1[O:52][CH2:53][CH2:54][OH:55].C(OCCCOC1C=CC(C2CCN(C(OC(C)(C)C)=O)CC2OCC2C=CC3C(=CC(CN(C)C)=CC=3)C=2)=CC=1)C1C=CC=CC=1>>[CH2:1]([O:8][CH2:9][CH2:10][CH2:11][O:12][C:13]1[CH:18]=[CH:17][C:16]([CH:19]2[CH2:24][CH2:23][NH:22][CH2:21][CH:20]2[O:32][CH2:33][C:34]2[CH:35]=[C:36]3[C:51]([CH:50]=[CH:49][C:48]([CH2:47][O:52][CH2:53][CH2:54][OH:55])=[CH:37]3)=[CH:42][CH:43]=2)=[CH:15][CH:14]=1)[C:2]1[CH:7]=[CH:6][CH:5]=[CH:4][CH:3]=1. Reported procedure: --by reaction of tert-butyl (3RS,4RS)-4-[4-(3-benzyloxy-propoxy)-phenyl]-3-(7-bromomethyl-naphthalen-2-ylmethoxy)-piperidine-1-carboxylate with rac-2-[(tetrahydro-2H-pyran-2-yl)oxy]-1-ethanol, a mixture of (3RS,4RS)- and (3SR,4SR)-4-[4-(3-benzyloxy-propoxy)-phenyl]-3-{7-[2-[(RS)-tetrahydro-pyran-2-yloxy]-ethoxymethyl]-naphthalen-2-ylmethoxy}-piperidine-1-carboxylate [colourless oil, MS:740 (M+H)+ ] and tert-butyl (3RS,4RS)-4-[4-(3-benzyloxy-propoxy)-phenyl]-3-(7-dimethylaminomethyl-naphthalen-2-... The reactants are CC(C)C[AlH]CC(C)C, COC(=O)C1=C(C)c2cc(NC(=O)c3ccc(F)cn3)ccc2CCC1. Product: CC1=C(CO)CCCc2ccc(NC(=O)c3ccc(F)cn3)cc21. As a reaction SMILES: [CH3:27][CH:28]([CH2:29][AlH:30][CH2:31][CH:32]([CH3:33])[CH3:34])[CH3:35].[F:1][c:2]1[cH:3][cH:4][c:5]([C:8](=[O:9])[NH:10][c:11]2[cH:12][cH:13][c:14]3[c:15]([cH:26]2)[C:16]([CH3:25])=[C:17]([C:21](=[O:22])[O:23][CH3:24])[CH2:18][CH2:19][CH2:20]3)[n:6][cH:7]1>>[F:1][c:2]1[cH:3][cH:4][c:5]([C:8](=[O:9])[NH:10][c:11]2[cH:12][cH:13][c:14]3[c:15]([cH:26]2)[C:16]([CH3:25])=[C:17]([CH2:21][OH:22])[CH2:18][CH2:19][CH2:20]3)[n:6][cH:7]1. The reactants are C[C@H]1[C@@H](CN(C1)CC=1C=NC(=NC1)C)C=1NC(C2=C(N1)N(N=C2)C2CCOCC2)=O (6-{(3S,4S)-4-methyl-1-[(2-methylpyrimidin-5-yl)methyl]pyrrolidin-3-yl}-1-(tetrahydro-2H-pyran-4-yl)-1,5-dihydro-4H-pyrazolo[3,4-d]pyrimidin-4-one), N1=CC=C(C2=CC=CC=C12)C=O (quinoline-4-carbaldehyde). The product is C[C@H]1[C@@H](CN(C1)CC1=CC=NC2=CC=CC=C12)C=1NC(C2=C(N1)N(N=C2)C2CCOCC2)=O (6-[(3S,4S)-4-methyl-1-(quinolin-4-ylmethyl)pyrrolidin-3-yl]-1-(tetrahydro-2H-pyran-4-yl)-1,5-dihydro-4H-pyrazolo[3,4-d]pyrimidin-4-one). RXN SMILES: [CH3:1][C@@H:2]1[CH2:6][N:5]([CH2:7]C2C=NC(C)=NC=2)[CH2:4][C@H:3]1[C:15]1[NH:16][C:17](=[O:30])[C:18]2[CH:23]=[N:22][N:21]([CH:24]3[CH2:29][CH2:28][O:27][CH2:26][CH2:25]3)[C:19]=2[N:20]=1.[N:31]1[C:40]2[C:35](=[CH:36][CH:37]=[CH:38][CH:39]=2)[C:34](C=O)=[CH:33][CH:32]=1>>[CH3:1][C@@H:2]1[CH2:6][N:5]([CH2:7][C:34]2[C:35]3[C:40](=[CH:39][CH:38]=[CH:37][CH:36]=3)[N:31]=[CH:32][CH:33]=2)[CH2:4][C@H:3]1[C:15]1[NH:16][C:17](=[O:30])[C:18]2[CH:23]=[N:22][N:21]([CH:24]3[CH2:25][CH2:26][O:27][CH2:28][CH2:29]3)[C:19]=2[N:20]=1. Procedure: Following the procedure for the preparation of 6-{(3S,4S)-4-methyl-1-[(2-methylpyrimidin-5-yl)methyl]pyrrolidin-3-yl}-1-(tetrahydro-2H-pyran-4-yl)-1,5-dihydro-4H-pyrazolo[3,4-d]pyrimidin-4-one but substituting quinoline-4-carbaldehyde provided the title compound. 400 MHz 1H NMR (CDCl3) δ 10.68 (brs, 1H), 8.83 (d, J=4.1 Hz, 1H), 8.25-8.22 (m, 1H), 8.12-8.08 (m, 1H), 7.98 (s, 1H), 7.75-7.72 (m, 1H), 7.54 (d, J=3.3 Hz, 1H), 7.36 (d, J=3.3 Hz, 1H), 5.21 (m, 1H), 4.77 (m, 1H), 4.13-4.06 (m, 3H), 3.59... The reactants are brown solid, ClC1=CC(=C(C=C1)C1=NC2=C(N1CC1=CC=C(C=C1)CCC(=O)O)C=C(C(=C2)F)F)OCC2CCCC2 (3-{4-[2-(4-Chloro-2-cyclopentylmethoxy-phenyl)-5,6-difluoro-benzoimidazol-1-ylmethyl]-phenyl}-propionic acid), BrC1=C(C=CC=C1)C1=NC2=C(N1)C=CC=C2 (2-(2-bromo-phenyl)-1H-benzoimidazole), BrCC1CCCCC1 (bromomethyl-cyclohexane). Product: BrC1=C(C=CC=C1)C1=NC2=C(N1CC1CCCCC1)C=CC=C2 (2-(2-Bromo-phenyl)-1-cyclohexylmethyl-1H-benzoimidazole). As a reaction SMILES: Cl[C:2]1[CH:7]=[CH:6][C:5]([C:8]2[N:12]([CH2:13][C:14]3[CH:19]=[CH:18][C:17](CCC(O)=O)=[CH:16][CH:15]=3)[C:11]3[CH:25]=[C:26](F)[C:27](F)=[CH:28][C:10]=3[N:9]=2)=[C:4](OCC2CCCC2)[CH:3]=1.[Br:38]C1C=CC=CC=1C1NC2C=CC=CC=2N=1.BrCC1CCCCC1>>[Br:38][C:4]1[CH:3]=[CH:2][CH:7]=[CH:6][C:5]=1[C:8]1[N:12]([CH2:13][CH:14]2[CH2:19][CH2:18][CH2:17][CH2:16][CH2:15]2)[C:11]2[CH:25]=[CH:26][CH:27]=[CH:28][C:10]=2[N:9]=1. Procedure details: The title compound was prepared in analogy to Example 19, intermediate b, from 2-(2-bromo-phenyl)-1H-benzoimidazole and bromomethyl-cyclohexane (CAS Reg. No. 2550-36-9). Light brown solid (62%). MS (Turbo Spray): m/z=369.4 (M+H). The reactants are C(C)(C)(C)OC(=O)N1C(CCCC1)CN ((RS) 2-aminomethyl-piperidine-1-carboxylic acid tert butyl ester), ClC=1SC2=C(N1)C=CC=C2 (2-chlorobenzothiazole). Run in C(C)OCC.CCCCCC.C(C)OCC (diethyl ether hexane diethyl ether). Yields the product C(C)(C)(C)OC(=O)N1C(CCCC1)CNC=1SC2=C(N1)C=CC=C2 ((RS)-2-(Benzothiazol-2-ylaminomethyl)-piperidine-1-carboxylic acid tert butyl ester). Isolated yield 37.1%. Reaction SMILES: [C:1]([O:5][C:6]([N:8]1[CH2:13][CH2:12][CH2:11][CH2:10][CH:9]1[CH2:14][NH2:15])=[O:7])([CH3:4])([CH3:3])[CH3:2].Cl[C:17]1[S:18][C:19]2[CH:25]=[CH:24][CH:23]=[CH:22][C:20]=2[N:21]=1>C(OCC)C.CCCCCC.C(OCC)C>[C:1]([O:5][C:6]([N:8]1[CH2:13][CH2:12][CH2:11][CH2:10][CH:9]1[CH2:14][NH:15][C:17]1[S:18][C:19]2[CH:25]=[CH:24][CH:23]=[CH:22][C:20]=2[N:21]=1)=[O:7])([CH3:4])([CH3:3])[CH3:2] |f:2.3.4|. Reported procedure: The title compound (1.2 g) after column chromatography (silica gel, 5% diethyl ether/hexane-diethyl ether eluant) was prepared from (RS) 2-aminomethyl-piperidine-1-carboxylic acid tert butyl ester (2.0 g) and 2-chlorobenzothiazole (1.58 g) according to the method of D2.